The task is: describe an organic reaction: reactants, conditions, products, and yield. This data is from the Open Reaction Database (ORD), a public repository of structured organic reaction records. Reaction SMILES: [Br:1][C:2]1[CH:17]=[CH:16][C:5]([O:6][C:7]2[CH:15]=[CH:14][C:10]([CH:11]=[N:12]O)=[CH:9][CH:8]=2)=[C:4]([Cl:18])[CH:3]=1.[BH4-].[Na+]>CO.O.O.O.O.O.O.[Ni](Cl)Cl>[Br:1][C:2]1[CH:17]=[CH:16][C:5]([O:6][C:7]2[CH:15]=[CH:14][C:10]([CH2:11][NH2:12])=[CH:9][CH:8]=2)=[C:4]([Cl:18])[CH:3]=1 |f:1.2,4.5.6.7.8.9.10|. Reagents/catalysts: O.O.O.O.O.O.[Ni](Cl)Cl (nickel(II)chloride hexahydrate). Starting materials: BrC1=CC(=C(OC2=CC=C(C=NO)C=C2)C=C1)Cl (4-(4-bromo-2-chloro-phenoxy)-benzaldehyde-oxime), [BH4-].[Na+] (sodium borohydride). Procedure: 18 mg (0.06 mmol) of 4-(4-bromo-2-chloro-phenoxy)-benzaldehyde-oxime was dissolved in 2 mL methanol, then 37 mg (0.15 mmol) of nickel(II)chloride hexahydrate and 21 mg (0.56 mmol) of sodium borohydride were slowly added. The reaction mixture was stirred overnight at RT and then purified by chromatography (reversed phase). Product: BrC1=CC(=C(OC2=CC=C(CN)C=C2)C=C1)Cl (4-(4-bromo-2-chloro-phenoxy)-benzylamine). Run at time 8 hour. Solvent: CO (methanol). Starting materials: ClC=1C(=NC=NC1C(C)Cl)NC(C)C1=CC=C(C=C1)OC(F)F (5-chloro-6-(1-chloroethyl)-4-[1-(4-difluoromethoxyphenyl)ethylamino]-pyrimidine), C(C)(=O)[O-].[K+] (potassium acetate), C([O-])([O-])=O.[K+].[K+] (potassium carbonate). Solvent: C(C)(=O)O (acetic acid). Yields the product C(C)(=O)OC(C)C1=C(C(=NC=N1)NC(C)C1=CC=C(C=C1)OC(F)F)Cl (6-(1-acetoxyethyl)-5-chloro-4-[1-(4-difluoromethoxyphenyl)ethylamino]pyrimidine). As a reaction SMILES: [Cl:1][C:2]1[C:3]([NH:11][CH:12]([C:14]2[CH:19]=[CH:18][C:17]([O:20][CH:21]([F:23])[F:22])=[CH:16][CH:15]=2)[CH3:13])=[N:4][CH:5]=[N:6][C:7]=1[CH:8](Cl)[CH3:9].[C:24]([O-:27])(=[O:26])[CH3:25].[K+].C(=O)([O-])[O-].[K+].[K+]>C(O)(=O)C>[C:24]([O:27][CH:8]([C:7]1[N:6]=[CH:5][N:4]=[C:3]([NH:11][CH:12]([C:14]2[CH:19]=[CH:18][C:17]([O:20][CH:21]([F:23])[F:22])=[CH:16][CH:15]=2)[CH3:13])[C:2]=1[Cl:1])[CH3:9])(=[O:26])[CH3:25] |f:1.2,3.4.5|. Reported procedure: In 50 ml of acetic acid was dissolved 3.1 g of 5-chloro-6-(1-chloroethyl)-4-[1-(4-difluoromethoxyphenyl)ethylamino]-pyrimidine, and to the mixture were added 3.0 g of potassium acetate and 3.0 g of potassium carbonate. The mixture was refluxed under heating for 30 hours. Reactants: CC(C)(C)OC(=O)N1CCN(C(=O)c2ccc(N3C(=O)OCC3CO)cc2F)CC1, CCI. Product: CCOCC1COC(=O)N1c1ccc(C(=O)N2CCN(C(=O)OC(C)(C)C)CC2)c(F)c1. Reaction SMILES: [C:1]([CH3:2])([CH3:3])([CH3:4])[O:5][C:6](=[O:7])[N:8]1[CH2:9][CH2:10][N:11]([C:14]([c:15]2[c:16]([F:29])[cH:17][c:18]([N:21]3[C:22](=[O:28])[O:23][CH2:24][CH:25]3[CH2:26][OH:27])[cH:19][cH:20]2)=[O:30])[CH2:12][CH2:13]1.[CH2:31]([CH3:32])[I:33]>>[C:1]([CH3:2])([CH3:3])([CH3:4])[O:5][C:6](=[O:7])[N:8]1[CH2:9][CH2:10][N:11]([C:14]([c:15]2[c:16]([F:29])[cH:17][c:18]([N:21]3[C:22](=[O:28])[O:23][CH2:24][CH:25]3[CH2:26][O:27][CH2:31][CH3:32])[cH:19][cH:20]2)=[O:30])[CH2:12][CH2:13]1. Reactants: C1(=CC=C(C=C1)C1=NNC(C2=CC(=CC=C12)OC)=O)C1=CC=CC=C1 (4-(biphenyl-4-yl)-7-methoxy-2H-phthalazin-1-one), P(=O)(Cl)(Cl)Cl (phosphoryl chloride). Yields the product C1(=CC=C(C=C1)C1=NN=C(C2=CC(=CC=C12)OC)Cl)C1=CC=CC=C1 (4-(Biphenyl-4-yl)-1-chloro-7-methoxyphthalazine). As a reaction SMILES: [C:1]1([C:20]2[CH:25]=[CH:24][CH:23]=[CH:22][CH:21]=2)[CH:6]=[CH:5][C:4]([C:7]2[C:16]3[C:11](=[CH:12][C:13]([O:17][CH3:18])=[CH:14][CH:15]=3)[C:10](=O)[NH:9][N:8]=2)=[CH:3][CH:2]=1.P(Cl)(Cl)([Cl:28])=O>>[C:1]1([C:20]2[CH:25]=[CH:24][CH:23]=[CH:22][CH:21]=2)[CH:6]=[CH:5][C:4]([C:7]2[C:16]3[C:11](=[CH:12][C:13]([O:17][CH3:18])=[CH:14][CH:15]=3)[C:10]([Cl:28])=[N:9][N:8]=2)=[CH:3][CH:2]=1. Procedure details: This compound is obtained according to the procedure described in 1.3. by reacting 4-(biphenyl-4-yl)-7-methoxy-2H-phthalazin-1-one with phosphoryl chloride.